From a dataset of the Open Reaction Database (ORD), a public repository of structured organic reaction records. describe an organic reaction: reactants, conditions, products, and yield The reactants are NCC1=CC=C(C=C1)N1C2=C(NC(CC1=O)=O)C1=CC=CC=C1C=C2 (5-[4-(aminomethyl)phenyl]-1H-naphtho[2,1-b][1,4]diazepine-2,4(3H,5H)-dione), ClC1=C(C(=O)Cl)C=CC=C1 (2-chlorobenzoyl chloride). Yields the product ClC1=C(C(=O)NCC2=CC=C(C=C2)N2C3=C(NC(CC2=O)=O)C2=CC=CC=C2C=C3)C=CC=C1 (5-[4-[(2-Chlorobenzoylamino)methyl]phenyl]-1H-naphtho[1,2-b][1,4]diazepine-2,4(3H,5H)-dione), ( 5 ). RXN SMILES: [NH2:1][CH2:2][C:3]1[CH:8]=[CH:7][C:6]([N:9]2[C:15](=[O:16])[CH2:14][C:13](=[O:17])[NH:12][C:11]3[C:18]4[C:23]([CH:24]=[CH:25][C:10]2=3)=[CH:22][CH:21]=[CH:20][CH:19]=4)=[CH:5][CH:4]=1.[Cl:26][C:27]1[CH:35]=[CH:34][CH:33]=[CH:32][C:28]=1[C:29](Cl)=[O:30]>>[Cl:26][C:27]1[CH:35]=[CH:34][CH:33]=[CH:32][C:28]=1[C:29]([NH:1][CH2:2][C:3]1[CH:8]=[CH:7][C:6]([N:9]2[C:15](=[O:16])[CH2:14][C:13](=[O:17])[NH:12][C:11]3[C:18]4[C:23]([CH:24]=[CH:25][C:10]2=3)=[CH:22][CH:21]=[CH:20][CH:19]=4)=[CH:5][CH:4]=1)=[O:30]. Procedure details: By using 5-[4-(aminomethyl)phenyl]-1H-naphtho[2,1-b][1,4]diazepine-2,4(3H,5H)-dione obtained in Example 43, (3), and 2-chlorobenzoyl chloride, the title compound was obtained in the same manner as that of Example 43, (5). Reactants: CCN(c1nc(C)cc(C(=O)OC)n1)c1ccc(C(C)C)cc1Br, Brc1ccc2[nH]ccc2c1, [Li]C(C)(C)C, CCOC(C)=O, [KH]. Product: CCN(c1nc(C)cc(C(=O)c2ccc3[nH]ccc3c2)n1)c1ccc(C(C)C)cc1Br. RXN SMILES: [Br:17][c:18]1[c:19]([N:27]([CH2:28][CH3:29])[c:30]2[n:31][c:32]([CH3:40])[cH:33][c:34]([C:36](=[O:37])[O:38][CH3:39])[n:35]2)[cH:20][cH:21][c:22]([CH:24]([CH3:25])[CH3:26])[cH:23]1.[Br:2][c:3]1[cH:4][c:5]2[cH:6][cH:7][nH:8][c:9]2[cH:10][cH:11]1.[C:12]([Li:13])([CH3:14])([CH3:15])[CH3:16].[CH3:41][CH2:42][O:43][C:44](=[O:45])[CH3:46].[KH:1]>>[c:3]1([C:36]([c:34]2[cH:33][c:32]([CH3:40])[n:31][c:30]([N:27]([c:19]3[c:18]([Br:17])[cH:23][c:22]([CH:24]([CH3:25])[CH3:26])[cH:21][cH:20]3)[CH2:28][CH3:29])[n:35]2)=[O:37])[cH:4][c:5]2[cH:6][cH:7][nH:8][c:9]2[cH:10][cH:11]1. Reactants: CCCCC(=O)c1c(-c2ccc3c(Br)c(OC(Cc4ccccc4)C(=O)OCC)ccc3c2)oc2ccccc12, C1CCOC1, [K+], [OH-], O. Product: CCCCC(=O)c1c(-c2ccc3c(Br)c(OC(Cc4ccccc4)C(=O)O)ccc3c2)oc2ccccc12. RXN SMILES: [Br:1][c:2]1[c:3]([O:27][CH:28]([C:29](=[O:30])[O:31][CH2:32][CH3:33])[CH2:34][c:35]2[cH:36][cH:37][cH:38][cH:39][cH:40]2)[cH:4][cH:5][c:6]2[cH:7][c:8](-[c:12]3[o:13][c:14]4[c:15]([c:16]3[C:17]([CH2:18][CH2:19][CH2:20][CH3:21])=[O:22])[cH:23][cH:24][cH:25][cH:26]4)[cH:9][cH:10][c:11]12.[CH2:43]1[O:44][CH2:45][CH2:46][CH2:47]1.[K+:42].[OH-:41].[OH2:48]>>[Br:1][c:2]1[c:3]([O:27][CH:28]([C:29](=[O:30])[OH:31])[CH2:34][c:35]2[cH:36][cH:37][cH:38][cH:39][cH:40]2)[cH:4][cH:5][c:6]2[cH:7][c:8](-[c:12]3[o:13][c:14]4[c:15]([c:16]3[C:17]([CH2:18][CH2:19][CH2:20][CH3:21])=[O:22])[cH:23][cH:24][cH:25][cH:26]4)[cH:9][cH:10][c:11]12. The reactants are O=C([O-])[O-], CC1NCCC1O, CS(C)=O, Cl, N#Cc1ccc(F)c2ccsc12, [K+], [K+], O. Product: CC1C(O)CCN1c1ccc(C#N)c2sccc12. RXN SMILES: [C:21](=[O:22])([O-:23])[O-:24].[CH3:14][CH:15]1[NH:16][CH2:17][CH2:18][CH:19]1[OH:20].[CH3:27][S:28]([CH3:29])=[O:30].[ClH:13].[F:1][c:2]1[cH:3][cH:4][c:5]([C:11]#[N:12])[c:6]2[c:7]1[cH:8][cH:9][s:10]2.[K+:25].[K+:26].[OH2:31]>>[c:2]1([N:16]2[CH:15]([CH3:14])[CH:19]([OH:20])[CH2:18][CH2:17]2)[cH:3][cH:4][c:5]([C:11]#[N:12])[c:6]2[c:7]1[cH:8][cH:9][s:10]2. Reactants: BrB(Br)Br, CO, COc1ccc(-c2nnn(-c3ccc(C(F)(F)F)cc3Cl)c2N)cc1, ClCCl, [Na+], [OH-], O. The product is Nc1c(-c2ccc(O)cc2)nnn1-c1ccc(C(F)(F)F)cc1Cl. RXN SMILES: [B:26]([Br:27])([Br:28])[Br:29].[CH3:30][OH:31].[Cl:1][c:2]1[c:3](-[n:12]2[n:13][n:14][c:15](-[c:18]3[cH:19][cH:20][c:21]([O:24][CH3:25])[cH:22][cH:23]3)[c:16]2[NH2:17])[cH:4][cH:5][c:6]([C:8]([F:9])([F:10])[F:11])[cH:7]1.[Cl:34][CH2:35][Cl:36].[Na+:33].[OH-:32].[OH2:37]>>[Cl:1][c:2]1[c:3](-[n:12]2[n:13][n:14][c:15](-[c:18]3[cH:19][cH:20][c:21]([OH:24])[cH:22][cH:23]3)[c:16]2[NH2:17])[cH:4][cH:5][c:6]([C:8]([F:9])([F:10])[F:11])[cH:7]1. The reactants are O=C(CBr)c1cccc(O)c1, ClCCl, O, CC(=O)Nc1ccc(CCOCCCCCCNCc2ccccc2)cc1. Product: CC(=O)Nc1ccc(CCOCCCCCCN(CC(=O)c2cccc(O)c2)Cc2ccccc2)cc1. As a reaction SMILES: [Br:28][CH2:29][C:30](=[O:31])[c:32]1[cH:33][c:34]([OH:38])[cH:35][cH:36][cH:37]1.[Cl:39][CH2:40][Cl:41].[OH2:42].[c:1]1([CH2:7][NH:8][CH2:9][CH2:10][CH2:11][CH2:12][CH2:13][CH2:14][O:15][CH2:16][CH2:17][c:18]2[cH:19][cH:20][c:21]([NH:24][C:25]([CH3:26])=[O:27])[cH:22][cH:23]2)[cH:2][cH:3][cH:4][cH:5][cH:6]1>>[c:1]1([CH2:7][N:8]([CH2:9][CH2:10][CH2:11][CH2:12][CH2:13][CH2:14][O:15][CH2:16][CH2:17][c:18]2[cH:19][cH:20][c:21]([NH:24][C:25]([CH3:26])=[O:27])[cH:22][cH:23]2)[CH2:29][C:30](=[O:31])[c:32]2[cH:33][c:34]([OH:38])[cH:35][cH:36][cH:37]2)[cH:2][cH:3][cH:4][cH:5][cH:6]1. Starting materials: CCOC(=O)CNC(=O)c1ccc(-c2ccccc2)cn1, C1CCOC1, CO, [Li+], [OH-], O, O. The product is O=C(O)CNC(=O)c1ccc(-c2ccccc2)cn1. Reaction SMILES: [CH2:1]([CH3:2])[O:3][C:4]([CH2:5][NH:6][C:7](=[O:8])[c:9]1[n:10][cH:11][c:12](-[c:15]2[cH:16][cH:17][cH:18][cH:19][cH:20]2)[cH:13][cH:14]1)=[O:21].[CH2:28]1[O:29][CH2:30][CH2:31][CH2:32]1.[CH3:22][OH:23].[Li+:26].[OH-:25].[OH2:24].[OH2:27]>>[O:3]=[C:4]([CH2:5][NH:6][C:7](=[O:8])[c:9]1[n:10][cH:11][c:12](-[c:15]2[cH:16][cH:17][cH:18][cH:19][cH:20]2)[cH:13][cH:14]1)[OH:21].